From a dataset of the Open Reaction Database (ORD), a public repository of structured organic reaction records. describe an organic reaction: reactants, conditions, products, and yield Reactants: C1CCOC1, C[Mg]Cl, [Cl-], CON(C)C(=O)c1cccnc1Cl, Cl, [NH4+], [Na+], O=C([O-])O. Product: CC(=O)c1cccnc1Cl. Reaction SMILES: [CH2:25]1[O:26][CH2:27][CH2:28][CH2:29]1.[CH3:14][Mg:15][Cl:16].[Cl-:17].[Cl:1][c:2]1[c:3]([C:4](=[O:5])[N:6]([O:7][CH3:8])[CH3:9])[cH:10][cH:11][cH:12][n:13]1.[ClH:19].[NH4+:18].[Na+:24].[O-:20][C:21]([OH:22])=[O:23]>>[Cl:1][c:2]1[c:3]([C:4](=[O:5])[CH3:14])[cH:10][cH:11][cH:12][n:13]1. Starting materials: O=C([O-])[O-], CO, CN(C1CC1)C1CCC(C)(C)c2cc(C#C[Si](C)(C)C)ccc21, [K+], [K+]. The product is C#Cc1ccc2c(c1)C(C)(C)CCC2N(C)C1CC1. Reaction SMILES: [C:24](=[O:25])([O-:26])[O-:27].[CH3:30][OH:31].[CH:1]1([N:4]([CH3:5])[CH:6]2[CH2:7][CH2:8][C:9]([CH3:22])([CH3:23])[c:10]3[cH:11][c:12]([C:16]#[C:17][Si:18]([CH3:19])([CH3:20])[CH3:21])[cH:13][cH:14][c:15]32)[CH2:2][CH2:3]1.[K+:28].[K+:29]>>[CH:1]1([N:4]([CH3:5])[CH:6]2[CH2:7][CH2:8][C:9]([CH3:22])([CH3:23])[c:10]3[cH:11][c:12]([C:16]#[CH:17])[cH:13][cH:14][c:15]32)[CH2:2][CH2:3]1. Starting materials: Cl (hydrochloric acid), ClC1=C(OC=2C=CC(=C(C=O)C2)[N+](=O)[O-])C(=CC(=C1)C(F)(F)F)Cl (5-(2,6-dichloro-4-trifluoromethylphenoxy)-2-nitro-benzaldehyde), N1CCCCC1 (piperidine), C(CC(=O)O)(=O)O (malonic acid). Run in N1=CC=CC=C1 (pyridine). Reaction conditions: time 5 hour. Product: ClC1=C(OC=2C=CC(=C(C2)C=CC(=O)O)[N+](=O)[O-])C(=CC(=C1)C(F)(F)F)Cl (3-(5-(2,6-dichloro-4-trifluoromethyl-phenoxy)-2-nitrophenyl)propenoic acid). Yield: 66.7%. As a reaction SMILES: [Cl:1][C:2]1[CH:19]=[C:18]([C:20]([F:23])([F:22])[F:21])[CH:17]=[C:16]([Cl:24])[C:3]=1[O:4][C:5]1[CH:6]=[CH:7][C:8]([N+:13]([O-:15])=[O:14])=[C:9]([CH:12]=1)C=O.N1CCCCC1.[C:31](O)(=O)[CH2:32][C:33]([OH:35])=[O:34].Cl>N1C=CC=CC=1>[Cl:24][C:16]1[CH:17]=[C:18]([C:20]([F:22])([F:23])[F:21])[CH:19]=[C:2]([Cl:1])[C:3]=1[O:4][C:5]1[CH:6]=[CH:7][C:8]([N+:13]([O-:15])=[O:14])=[C:9]([CH:31]=[CH:32][C:33]([OH:35])=[O:34])[CH:12]=1. Reported procedure: 270 g of 5-(2,6-dichloro-4-trifluoromethylphenoxy)-2-nitro-benzaldehyde and 6 g of piperidine were added, at 25° C., to 89.5 g of malonic acid in 570 ml of pyridine. The reaction mixture was stirred for 5 hours at 85° to 90° C. and was then heated for 90 minutes under reflux, after which it was poured onto water, the mixture was acidified with hydrochloric acid and the product was filtered off. The crystalline product was recrystallized from n-butanol. 200 g (66% of theory) of 3-(5-(2,6-dichloro...